From a dataset of the Open Reaction Database (ORD), a public repository of structured organic reaction records. describe an organic reaction: reactants, conditions, products, and yield The product is NC1=C(C=C(C=C1)C)O (2-amino-5-methyl-phenol). Reported procedure: The Na salt of 2-amino-5-methyl-benzenesulphonic acid is reacted with 80% by weight of KOH to give the K salt of 2-amino-5-methyl-phenol (300° C.; 15 to 20 bar; 3h), the molar ratio of KOH to 2-amino-5-methyl-benzenesulphonic acid preferably being from 10:1 to 15:1. The reaction mixture is diluted to a content of approximately 5% by weight of 2-amino-5-methyl-phenol by direct expansion at 300° C. into water, or by pumping water into the autoclave after prior cooling to approximately 200° C. The ... As a reaction SMILES: [NH2:1][C:2]1[CH:7]=[CH:6][C:5]([CH3:8])=[CH:4][C:3]=1S(O)(=O)=O.[OH-:13].[K+]>>[NH2:1][C:2]1[CH:7]=[CH:6][C:5]([CH3:8])=[CH:4][C:3]=1[OH:13] |f:1.2|. Starting materials: Na, NC1=C(C=C(C=C1)C)S(=O)(=O)O (2-amino-5-methyl-benzenesulphonic acid), [OH-].[K+] (KOH).